This data is from the Open Reaction Database (ORD), a public repository of structured organic reaction records. The task is: describe an organic reaction: reactants, conditions, products, and yield RXN SMILES: [BH3:13].[CH2:17]1[O:18][CH2:19][CH2:20][CH2:21]1.[Cl:1][c:2]1[c:3]([C:4]#[N:5])[c:6]([O:10][CH2:11][CH3:12])[cH:7][cH:8][cH:9]1.[ClH:16].[H:14][H:15].[OH2:22]>>[Cl:1][c:2]1[c:3]([CH2:4][NH2:5])[c:6]([O:10][CH2:11][CH3:12])[cH:7][cH:8][cH:9]1. The product is CCOc1cccc(Cl)c1CN. Starting materials: B, C1CCOC1, CCOc1cccc(Cl)c1C#N, Cl, [H][H], O. Reactants: COC1(C)CCc2c(C)c(OC(C)=O)c(C)c(C)c2O1, CC(C)=O, O, O=S(=O)(O)O. The product is COC1(C)CCc2c(C)c(O)c(C)c(C)c2O1. As a reaction SMILES: [C:1](=[O:2])([CH3:3])[O:4][c:5]1[c:6]([CH3:20])[c:7]2[c:12]([c:13]([CH3:16])[c:14]1[CH3:15])[O:11][C:10]([CH3:17])([O:18][CH3:19])[CH2:9][CH2:8]2.[CH3:26][C:27](=[O:28])[CH3:29].[OH2:30].[S:21](=[O:22])(=[O:23])([OH:24])[OH:25]>>[OH:4][c:5]1[c:6]([CH3:20])[c:7]2[c:12]([c:13]([CH3:16])[c:14]1[CH3:15])[O:11][C:10]([CH3:17])([O:18][CH3:19])[CH2:9][CH2:8]2. Reactants: C1(O)=CC=C(O)C=C1 (hydroquinone), FC1=CC=C(CBr)C=C1 (4-fluorobenzylbromide), C([O-])([O-])=O.[K+].[K+] (potassium carbonate), O (water). The solvent is C(C)#N (acetonitrile). Reaction conditions: temperature 90 celsius, time 18 hour. The product is FC1=CC=C(COC2=CC=C(C=C2)O)C=C1 (4-(4-fluoro-benzyloxy)-phenol). The yield is 40.9%. RXN SMILES: [C:1]1([CH:8]=[CH:7][C:5]([OH:6])=[CH:4][CH:3]=1)[OH:2].[F:9][C:10]1[CH:17]=[CH:16][C:13]([CH2:14]Br)=[CH:12][CH:11]=1.C(=O)([O-])[O-].[K+].[K+].O>C(#N)C>[F:9][C:10]1[CH:17]=[CH:16][C:13]([CH2:14][O:2][C:1]2[CH:8]=[CH:7][C:5]([OH:6])=[CH:4][CH:3]=2)=[CH:12][CH:11]=1 |f:2.3.4|. Procedure: A solution of 10 g of hydroquinone in 90 ml of acetonitrile was treated with 8.58 g of 4-fluorobenzylbromide and 15.7 g of potassium carbonate. The mixture was heated to 90° C. and stirred during 18 h. For the working-up, the reaction mixture was cooled to room temperature and treated with cold water. The solid material that has formed was filtered, washed twice with cold water and dried. For purification and separation from the bis-ether, the crude material was chromatographed on silica gel usi... Procedure: Pd(PPh3)4 (0.011 g) was added to a solution of compound (3b) (0.07 g), 4-cyano-3-(ethylamino)phenylboronic acid pinacol ester (0.065 g), and an aqueous sodium carbonate solution (2 M, 1.5 mL) in ethylene glycol dimethyl ether (3.0 mL) in a nitrogen atmosphere, and the mixture was stirred at 85° C. for 3 hours. The reaction solution was partitioned between ethyl acetate and water. The organic layer was washed with brine and then dried over anhydrous sodium sulfate. The solvent was distilled off, ... Yield: 65.0%. Solvent: C(C)O (ethanol), COCCOC (ethylene glycol dimethyl ether), O (Water), CS(=O)C (DMSO). The reagents and catalysts are C=1C=CC(=CC1)[P](C=2C=CC=CC2)(C=3C=CC=CC3)[Pd]([P](C=4C=CC=CC4)(C=5C=CC=CC5)C=6C=CC=CC6)([P](C=7C=CC=CC7)(C=8C=CC=CC8)C=9C=CC=CC9)[P](C=1C=CC=CC1)(C=1C=CC=CC1)C=1C=CC=CC1 (Pd(PPh3)4). As a reaction SMILES: Cl[C:2]1[C:11]2[C:6](=[C:7]([N:12]3[CH:16]=[C:15]([C:17]4[CH:18]=[N:19][N:20]([CH3:22])[CH:21]=4)[N:14]=[CH:13]3)[CH:8]=[CH:9][CH:10]=2)[N:5]=[C:4]([C:23]([F:26])([F:25])[F:24])[CH:3]=1.[C:27]([C:29]1[CH:34]=[CH:33][C:32](B2OC(C)(C)C(C)(C)O2)=[CH:31][C:30]=1[NH:44][CH2:45][CH3:46])#[N:28].C(=O)([O-])[O-:48].[Na+].[Na+].[OH-].[Na+].OO>COCCOC.CS(C)=O.C1C=CC([P]([Pd]([P](C2C=CC=CC=2)(C2C=CC=CC=2)C2C=CC=CC=2)([P](C2C=CC=CC=2)(C2C=CC=CC=2)C2C=CC=CC=2)[P](C2C=CC=CC=2)(C2C=CC=CC=2)C2C=CC=CC=2)(C2C=CC=CC=2)C2C=CC=CC=2)=CC=1.O.C(O)C>[CH2:45]([NH:44][C:30]1[CH:31]=[C:32]([C:2]2[C:11]3[C:6](=[C:7]([N:12]4[CH:16]=[C:15]([C:17]5[CH:18]=[N:19][N:20]([CH3:22])[CH:21]=5)[N:14]=[CH:13]4)[CH:8]=[CH:9][CH:10]=3)[N:5]=[C:4]([C:23]([F:26])([F:25])[F:24])[CH:3]=2)[CH:33]=[CH:34][C:29]=1[C:27]([NH2:28])=[O:48])[CH3:46] |f:2.3.4,5.6,^1:70,72,91,110|. The reactants are ClC1=CC(=NC2=C(C=CC=C12)N1C=NC(=C1)C=1C=NN(C1)C)C(F)(F)F (4-Chloro-8-(4-(1-methyl-1H-pyrazol-4-yl)-1H-imidazol-1-yl)-2-(trifluoromethyl)quinoline), C(#N)C1=C(C=C(C=C1)B1OC(C)(C)C(C)(C)O1)NCC (4-cyano-3-(ethylamino)phenylboronic acid pinacol ester), C([O-])([O-])=O.[Na+].[Na+] (sodium carbonate), [OH-].[Na+] (sodium hydroxide), OO (hydrogen peroxide). Product: C(C)NC1=C(C(=O)N)C=CC(=C1)C1=CC(=NC2=C(C=CC=C12)N1C=NC(=C1)C=1C=NN(C1)C)C(F)(F)F (2-(Ethylamino)-4-(8-(4-(1-methyl-1H-pyrazol-4-yl)-1H-imidazol-1-yl)-2-(trifluoromethyl)quinolin-4-yl)benzamide). Starting materials: ClC1=NC(=NC(=N1)OCC(F)(F)F)NC1=CC=C(C(=O)OC(C)(C)C)C=C1 (tert-butyl 4-(4-chloro-6-(2,2,2-trifluoroethoxy)-1,3,5-triazin-2-ylamino)benzoate), NC1(CC1)C1=CC=C(C=C1)O (4-(1-aminocyclopropyl)phenol), CCN(C(C)C)C(C)C (Hunig's Base). The solvent is C1CCOC1 (THF), C(Cl)Cl (DCM). Conditions: temperature 65 celsius, time 16 hour. The product is OC1=CC=C(C=C1)C1(CC1)NC1=NC(=NC(=N1)OCC(F)(F)F)NC1=CC=C(C(=O)OC(C)(C)C)C=C1 (tert-butyl 4-(4-(1-(4-hydroxyphenyl)cyclopropylamino)-6-(2,2,2-trifluoroethoxy)-1,3,5-triazin-2-ylamino)benzoate). The yield is 78.2%. RXN SMILES: Cl[C:2]1[N:7]=[C:6]([O:8][CH2:9][C:10]([F:13])([F:12])[F:11])[N:5]=[C:4]([NH:14][C:15]2[CH:27]=[CH:26][C:18]([C:19]([O:21][C:22]([CH3:25])([CH3:24])[CH3:23])=[O:20])=[CH:17][CH:16]=2)[N:3]=1.[NH2:28][C:29]1([C:32]2[CH:37]=[CH:36][C:35]([OH:38])=[CH:34][CH:33]=2)[CH2:31][CH2:30]1.CCN(C(C)C)C(C)C>C1COCC1.C(Cl)Cl>[OH:38][C:35]1[CH:34]=[CH:33][C:32]([C:29]2([NH:28][C:2]3[N:7]=[C:6]([O:8][CH2:9][C:10]([F:13])([F:12])[F:11])[N:5]=[C:4]([NH:14][C:15]4[CH:27]=[CH:26][C:18]([C:19]([O:21][C:22]([CH3:25])([CH3:24])[CH3:23])=[O:20])=[CH:17][CH:16]=4)[N:3]=3)[CH2:30][CH2:31]2)=[CH:37][CH:36]=1. Reported procedure: To a solution of tert-butyl 4-(4-chloro-6-(2,2,2-trifluoroethoxy)-1,3,5-triazin-2-ylamino)benzoate (2 g, 4.94 mmol) in THF (30 mL) was added 4-(1-aminocyclopropyl)phenol (0.811 g, 5.44 mmol) and Hunig's Base (3.45 mL, 19.76 mmol). The resulting mixture was stirred for 16 h. The reaction was then warmed to 65° C. for 2 h at which point the reaction became a homogeneous solution. The reaction was cooled and diluted with DCM and washed with water and brine. The organic layer was collected, dried ov... Starting materials: FC(C1=NN=C2N1N=C(C=C2)N2CCC(CC2)C2=CC=C(C=C2)O)(F)F (4-{1-[3-(trifluoromethyl)[1,2,4]triazolo[4,3-b]pyridazin-6-yl]piperidin-4-yl}phenol), C1(=CC=CC=C1)P(C1=CC=CC=C1)C1=CC=CC=C1 (Triphenylphosphine), OCCN1CCN(CC1)C(C)=O (1-[4-(2-hydroxy-ethyl)piperazin-1-yl]ethanone), N(=NC(=O)OC(C)C)C(=O)OC(C)C (Di-isopropyl azodicarboxylate). The solvent is ClCCl (Dichloromethane), ClCCl (dichloromethane), CCCCCCC (n-Heptane). Conditions: temperature 23.5 celsius, time 10 minute. Yields the product C(C)(=O)N1CCN(CC1)CCOC1=CC=C(C=C1)C1CCN(CC1)C=1C=CC=2N(N1)C(=NN2)C(F)(F)F (6-[4-[4-[2-(4-acetylpiperazin-1-yl)ethoxy]phenyl]piperidin-1-yl]-3-(trifluoromethyl)[1,2,4]triazolo[4,3-b]pyridazine). Isolated yield 85.9%. RXN SMILES: [F:1][C:2]([F:26])([F:25])[C:3]1[N:7]2[N:8]=[C:9]([N:12]3[CH2:17][CH2:16][CH:15]([C:18]4[CH:23]=[CH:22][C:21]([OH:24])=[CH:20][CH:19]=4)[CH2:14][CH2:13]3)[CH:10]=[CH:11][C:6]2=[N:5][N:4]=1.C1(P(C2C=CC=CC=2)C2C=CC=CC=2)C=CC=CC=1.O[CH2:47][CH2:48][N:49]1[CH2:54][CH2:53][N:52]([C:55](=[O:57])[CH3:56])[CH2:51][CH2:50]1.N(C(OC(C)C)=O)=NC(OC(C)C)=O>ClCCl.CCCCCCC>[C:55]([N:52]1[CH2:53][CH2:54][N:49]([CH2:48][CH2:47][O:24][C:21]2[CH:22]=[CH:23][C:18]([CH:15]3[CH2:16][CH2:17][N:12]([C:9]4[CH:10]=[CH:11][C:6]5[N:7]([C:3]([C:2]([F:1])([F:25])[F:26])=[N:4][N:5]=5)[N:8]=4)[CH2:13][CH2:14]3)=[CH:19][CH:20]=2)[CH2:50][CH2:51]1)(=[O:57])[CH3:56]. Reported procedure: Dichloromethane (225.0 mL) and 4-{1-[3-(trifluoromethyl)[1,2,4]triazolo[4,3-b]pyridazin-6-yl]piperidin-4-yl}phenol (50.0 g, 138 m mol) were charged to a suitable round bottom flask at 22-25° C. Triphenylphosphine (72.2 g, 275 m mol) and 1-[4-(2-hydroxy-ethyl)piperazin-1-yl]ethanone [CAS: 83502-55-0] (47.4 g, 275 m mol) were added successively to the reaction mass and stirred for 10 min at 22-25° C. Di-isopropyl azodicarboxylate (55.65 g, 275 m mol) in dichloromethane (75.0 mL) was added to the r... The product is COc1nc2cc(Cl)ccc2c(=O)c2sccc12. RXN SMILES: [CH3:18][c:19]1[cH:20][cH:21][cH:22][cH:23][cH:24]1.[CH3:30][N:31]([CH3:32])[CH:33]=[O:34].[Cl:1][c:2]1[cH:3][c:4]2[c:5]([c:6](=[O:15])[c:7]3[s:8][cH:9][cH:10][c:11]3[c:12](=[O:14])[nH:13]2)[cH:16][cH:17]1.[P:25]([Cl:26])([Cl:27])([Cl:28])=[O:29]>>[Cl:1][c:2]1[cH:3][c:4]2[c:5]([c:6](=[O:15])[c:7]3[s:8][cH:9][cH:10][c:11]3[c:12]([O:14][CH3:18])[n:13]2)[cH:16][cH:17]1. The reactants are Cc1ccccc1, CN(C)C=O, O=c1[nH]c2cc(Cl)ccc2c(=O)c2sccc12, O=P(Cl)(Cl)Cl. Reactants: substituted 2-hydroxyethylamine, O=S(Cl)Cl (SOCl2), C1(CCCCC1)NC1(CCCC1)CCl (1-(cyclohexylamino)-1-(chloromethyl)cyclopentane), ClCCN (2-chloroethylamine), CC1=C(C=CC(=C1)[N+](=O)[O-])N=C=O (2-methyl-4-nitrophenyl isocyanate). Yields the product C1(CCCCC1)N1C(OCC12CCCC2)=NC2=C(C=C(C=C2)[N+](=O)[O-])C (1-cyclohexyl-2-(2-methyl-4-nitrophenylimino)-3-oxa-1-azaspiro[4.4]nonane). As a reaction SMILES: O=S(Cl)Cl.[CH:5]1([NH:11][C:12]2([CH2:17]Cl)[CH2:16][CH2:15][CH2:14][CH2:13]2)[CH2:10][CH2:9][CH2:8][CH2:7][CH2:6]1.ClCCN.[CH3:23][C:24]1[CH:29]=[C:28]([N+:30]([O-:32])=[O:31])[CH:27]=[CH:26][C:25]=1[N:33]=[C:34]=[O:35]>>[CH:5]1([N:11]2[C:12]3([CH2:16][CH2:15][CH2:14][CH2:13]3)[CH2:17][O:35][C:34]2=[N:33][C:25]2[CH:26]=[CH:27][C:28]([N+:30]([O-:32])=[O:31])=[CH:29][C:24]=2[CH3:23])[CH2:10][CH2:9][CH2:8][CH2:7][CH2:6]1. Procedure details: 1-Aminocyclopentanecarboxylic acid was converted to the methyl ester according to Method B1c, Step 1. The ester reduced to 1-hydroxymethylcyclopentanamine according to Method B1c, Step 2. The hydroxyethylamine was reacted with cyclohexanone according to Method B4a, Step 1 to give 6-aza-13-oxadispiro[4.1.5.2]tetradecane. The oxazolidine was reduced according to Method B4a, Step 2 to give 1-(cyclohexylamino)-1-(hydroxymethyl)cyclopentane. The substituted 2-hydroxyethylamine was reacted with SOCl2 ... Reactants: CC(C)(C)c1cc2c(C#N)c([N+](=O)[O-])ccc2n1CCO, CCO. Product: CC(C)(C)c1cc2c(C#N)c(N)ccc2n1CCO. Reaction SMILES: [C:1]([CH3:2])([CH3:3])([CH3:4])[c:5]1[n:6]([CH2:19][CH2:20][OH:21])[c:7]2[cH:8][cH:9][c:10]([N+:16]([O-:17])=[O:18])[c:11]([C:14]#[N:15])[c:12]2[cH:13]1.[CH3:22][CH2:23][OH:24]>>[C:1]([CH3:2])([CH3:3])([CH3:4])[c:5]1[n:6]([CH2:19][CH2:20][OH:21])[c:7]2[cH:8][cH:9][c:10]([NH2:16])[c:11]([C:14]#[N:15])[c:12]2[cH:13]1. Reactants: CCOC(=O)C (EtOAc), BrC=1C(=C(C=C(C1)C)CO)C ((3-bromo-2,5-dimethylphenyl)methanol), Tl(OOCF3)3, [Li+].[Cl-] (LiCl), MgO. Reagents/catalysts: Cl[Pd]Cl (PdCl2). Solvent: FC(C(=O)O)(F)F (trifluoroacetic acid), CO (MeOH). Reaction conditions: time 8 hour. The product is BrC1=C(C2=C(C(OC2)=O)C(=C1)C)C (5-bromo-4,7-dimethyl-2-benzofuran-1(3H)-one). As a reaction SMILES: [Br:1][C:2]1[C:3]([CH3:11])=[C:4]([CH2:9][OH:10])[CH:5]=[C:6]([CH3:8])[CH:7]=1.[Li+].[Cl-].C[CH2:15][O:16]C(C)=O>FC(F)(F)C(O)=O.CO.Cl[Pd]Cl>[Br:1][C:2]1[CH:7]=[C:6]([CH3:8])[C:5]2[C:15](=[O:16])[O:10][CH2:9][C:4]=2[C:3]=1[CH3:11] |f:1.2|. Procedure details: To a solution of (3-bromo-2,5-dimethylphenyl)methanol (1.6 g, 7.4 mmol) in trifluoroacetic acid (20 mL) was added Tl(OOCF3)3 (4 g, 7.4 mmol) at r.t, then the reaction was stirred at r.t overnight under N2. The mixture was concentrated under pressure. The residue solids, LiCl (0.6 g, 14.9 mmol), MgO (0.6 g, 14.9 mmol) and PdCl2 (0.13 g, 0.74 mmol) in MeOH were stirred under CO at 1 Mpa over night. EtOAc was added to the mixture and filtered. The organic phase was concentrated to afford 5-bromo-4,...